From a dataset of the Open Reaction Database (ORD), a public repository of structured organic reaction records. describe an organic reaction: reactants, conditions, products, and yield Reaction SMILES: [CH2:10]([CH3:11])[O:12][P:13](=[O:14])([O:15][CH2:16][CH3:17])[Cl:18].[CH2:19]([Cl:20])[Cl:21].[CH2:7]([Br:8])[Br:9].[CH3:34][c:35]1[cH:36][cH:37][cH:38][cH:39][cH:40]1.[CH:22]([Cl:23])([Cl:24])[Cl:25].[K:2].[NH4+:6].[Na:1].[S-:3][C:4]#[N:5].[c:26]1([CH3:27])[c:28]([CH3:29])[cH:30][cH:31][cH:32][cH:33]1.[cH:41]1[cH:42][cH:43][cH:44][cH:45][cH:46]1>>[S:3]=[C:4]=[N:5][P:13]([O:12][CH2:10][CH3:11])(=[O:14])[O:15][CH2:16][CH3:17]. The reactants are CCOP(=O)(Cl)OCC, ClCCl, BrCBr, Cc1ccccc1, ClC(Cl)Cl, [K], [NH4+], [Na], N#C[S-], Cc1ccccc1C, c1ccccc1. Product: CCOP(=O)(N=C=S)OCC. The reactants are Pd on-carbon, N([C@@H](CCCNC(N)=N)C(=O)N[C@@H](CCCNC(N)=N)C(=O)N1[C@H](C(=O)N[C@@H](CC2=CC=CC=C2)C(=O)N[C@@H](CC2=CNC=N2)C(=O)N[C@@H](CC(C)C)[C@@H](O)CC(=O)N[C@@H]([C@@H](C)CC)C(=O)N[C@@H](CC2=CNC=N2)C(=O)N[C@@H](CCCCNC(=O)OC(C)(C)C)C(=O)OC)CCC1)C(=O)OCC1=CC=CC=C1 (Z-Arg-Arg-Pro-Phe-His-Sta-Ile-His-Lys(Boc)-OMe), [H][H] (hydrogen). Run in CO (MeOH). Yields the product N[C@@H](CCCNC(N)=N)C(=O)N[C@@H](CCCNC(N)=N)C(=O)N1[C@H](C(=O)N[C@@H](CC2=CC=CC=C2)C(=O)N[C@@H](CC2=CNC=N2)C(=O)N[C@@H](CC(C)C)[C@@H](O)CC(=O)N[C@@H]([C@@H](C)CC)C(=O)N[C@@H](CC2=CNC=N2)C(=O)N[C@@H](CCCCNC(=O)OC(C)(C)C)C(=O)OC)CCC1 (H-Arg-Arg-Pro-Phe-His-Sta-Ile-His-Lys(Boc)-OMe). As a reaction SMILES: [NH:1](C(OCC1C=CC=CC=1)=O)[C@H:2]([C:10]([NH:12][C@H:13]([C:21]([N:23]1[CH2:97][CH2:96][CH2:95][C@H:24]1[C:25]([NH:27][C@H:28]([C:36]([NH:38][C@H:39]([C:46]([NH:48][C@H:49]([C@H:54]([CH2:56][C:57]([NH:59][C@H:60]([C:65]([NH:67][C@H:68]([C:75]([NH:77][C@H:78]([C:91]([O:93][CH3:94])=[O:92])[CH2:79][CH2:80][CH2:81][CH2:82][NH:83][C:84]([O:86][C:87]([CH3:90])([CH3:89])[CH3:88])=[O:85])=[O:76])[CH2:69][C:70]1[N:74]=[CH:73][NH:72][CH:71]=1)=[O:66])[C@H:61]([CH2:63][CH3:64])[CH3:62])=[O:58])[OH:55])[CH2:50][CH:51]([CH3:53])[CH3:52])=[O:47])[CH2:40][C:41]1[N:45]=[CH:44][NH:43][CH:42]=1)=[O:37])[CH2:29][C:30]1[CH:35]=[CH:34][CH:33]=[CH:32][CH:31]=1)=[O:26])=[O:22])[CH2:14][CH2:15][CH2:16][NH:17][C:18](=[NH:20])[NH2:19])=[O:11])[CH2:3][CH2:4][CH2:5][NH:6][C:7](=[NH:9])[NH2:8].[H][H]>CO>[NH2:1][C@H:2]([C:10]([NH:12][C@H:13]([C:21]([N:23]1[CH2:97][CH2:96][CH2:95][C@H:24]1[C:25]([NH:27][C@H:28]([C:36]([NH:38][C@H:39]([C:46]([NH:48][C@H:49]([C@H:54]([CH2:56][C:57]([NH:59][C@H:60]([C:65]([NH:67][C@H:68]([C:75]([NH:77][C@H:78]([C:91]([O:93][CH3:94])=[O:92])[CH2:79][CH2:80][CH2:81][CH2:82][NH:83][C:84]([O:86][C:87]([CH3:88])([CH3:89])[CH3:90])=[O:85])=[O:76])[CH2:69][C:70]1[N:74]=[CH:73][NH:72][CH:71]=1)=[O:66])[C@H:61]([CH2:63][CH3:64])[CH3:62])=[O:58])[OH:55])[CH2:50][CH:51]([CH3:52])[CH3:53])=[O:47])[CH2:40][C:41]1[N:45]=[CH:44][NH:43][CH:42]=1)=[O:37])[CH2:29][C:30]1[CH:31]=[CH:32][CH:33]=[CH:34][CH:35]=1)=[O:26])=[O:22])[CH2:14][CH2:15][CH2:16][NH:17][C:18](=[NH:19])[NH2:20])=[O:11])[CH2:3][CH2:4][CH2:5][NH:6][C:7](=[NH:8])[NH2:9]. Procedure: 145 mg of Z-Arg-Arg-Pro-Phe-His-Sta-Ile-His-Lys(Boc)-OMe (Example 4) are dissolved in 2.5 ml of 95% strength MeOH and, after the addition of 15 mg of Pd-on-carbon, hydrogenated by passing hydrogen through and stirring with a small magnetic rod until the starting material has disappeared completely (according to thin layer chromatography monitoring). The whole is filtered, the filtrate is concentrated to dryness, dissolved in 3 ml of H2O and lyophilised, yielding H-Arg-Arg-Pro-Phe-His-Sta-Ile-His... The reactants are FC1=C(C=CC(=C1)F)C1=NC(=NC=N1)NC1=CC(=CC=C1)CS(=O)(=O)C (4-(2,4-difluorophenyl)-N-{3-[(methylsulfonyl)methyl]phenyl}-1,3,5-triazin-2-amine), intermediate 42.1, C(CCCC)O (pentan-1-ol). The product is FC1=CC(=C(C=C1)C1=NC(=NC=N1)NC1=CC(=CC=C1)CS(=O)(=O)C)OCCCCC (4-[4-Fluoro-2-(pentyloxy)phenyl]-N-{3-[(methylsulfonyl)methyl]phenyl}-1,3,5-triazin-2-amine). As a reaction SMILES: F[C:2]1[CH:7]=[C:6]([F:8])[CH:5]=[CH:4][C:3]=1[C:9]1[N:14]=[CH:13][N:12]=[C:11]([NH:15][C:16]2[CH:21]=[CH:20][CH:19]=[C:18]([CH2:22][S:23]([CH3:26])(=[O:25])=[O:24])[CH:17]=2)[N:10]=1.[CH2:27]([OH:32])[CH2:28][CH2:29][CH2:30][CH3:31]>>[F:8][C:6]1[CH:5]=[CH:4][C:3]([C:9]2[N:14]=[CH:13][N:12]=[C:11]([NH:15][C:16]3[CH:21]=[CH:20][CH:19]=[C:18]([CH2:22][S:23]([CH3:26])(=[O:25])=[O:24])[CH:17]=3)[N:10]=2)=[C:2]([O:32][CH2:27][CH2:28][CH2:29][CH2:30][CH3:31])[CH:7]=1. Procedure: Starting with 4-(2,4-difluorophenyl)-N-{3-[(methylsulfonyl)methyl]phenyl}-1,3,5-triazin-2-amine (75 mg; 0.19 mmol), intermediate 42.1, and pentan-1-ol (87 μl; 0.773 mmol), example 45 was prepared analogously to the procedure for the preparation of example 42. Reactants: N([C@@H](C)C(=O)OCC1=CC=CC=C1)C(=O)OC(C)(C)C (Boc-Ala-OBn), Cl (HCl), N#N (N2). Solvent: O1CCOCC1 (dioxane). Run at time 3 hour. The product is N[C@@H](C)C(=O)OCC1=CC=CC=C1.Cl (NH2-Ala-OBn HCl). As a reaction SMILES: [NH:1](C(OC(C)(C)C)=O)[C@H:2]([C:4]([O:6][CH2:7][C:8]1[CH:13]=[CH:12][CH:11]=[CH:10][CH:9]=1)=[O:5])[CH3:3].N#N.[ClH:23]>O1CCOCC1>[NH2:1][C@H:2]([C:4]([O:6][CH2:7][C:8]1[CH:13]=[CH:12][CH:11]=[CH:10][CH:9]=1)=[O:5])[CH3:3].[ClH:23] |f:4.5|. Reported procedure: Boc-Ala-OBn was dissolved in 4N HCl in dioxane (10 mL) and stirred for three hours at room temperature. The solvent was blown off under a stream of N2. The residue was placed under high vacuum for one hour. Re-dissolved in CH2Cl2 (50 mL) and rotovap dry. Repeat the drying circle for three times till the white powder forms.